From a dataset of the Open Reaction Database (ORD), a public repository of structured organic reaction records. describe an organic reaction: reactants, conditions, products, and yield Starting materials: ClC=1C=CC(=C(C1)C1=CC(N(C=C1)C(C(=O)NC1=CC=C(C(=O)OC(C)(C)C)C=C1)C)=O)C#N (tert-Butyl 4-({2-[4-(5-chloro-2-cyanophenyl)-2-oxopyridin-1(2H)-yl]propanoyl}amino)benzoate), C(=O)(C(F)(F)F)O (TFA). The product is ClC=1C=CC(=C(C1)C1=CC(N(C=C1)C(C(=O)NC1=CC=C(C(=O)O)C=C1)C)=O)C#N (4-({2-[4-(5-Chloro-2-cyanophenyl)-2-oxopyridin-1(2H)-yl]propanoyl}amino)benzoic acid). Reaction SMILES: [Cl:1][C:2]1[CH:3]=[CH:4][C:5]([C:33]#[N:34])=[C:6]([C:8]2[CH:13]=[CH:12][N:11]([CH:14]([CH3:31])[C:15]([NH:17][C:18]3[CH:30]=[CH:29][C:21]([C:22]([O:24]C(C)(C)C)=[O:23])=[CH:20][CH:19]=3)=[O:16])[C:10](=[O:32])[CH:9]=2)[CH:7]=1.C(O)(C(F)(F)F)=O>>[Cl:1][C:2]1[CH:3]=[CH:4][C:5]([C:33]#[N:34])=[C:6]([C:8]2[CH:13]=[CH:12][N:11]([CH:14]([CH3:31])[C:15]([NH:17][C:18]3[CH:30]=[CH:29][C:21]([C:22]([OH:24])=[O:23])=[CH:20][CH:19]=3)=[O:16])[C:10](=[O:32])[CH:9]=2)[CH:7]=1. Procedure details: 43 mg (0.09 mmol) of tert-butyl 4-({2-[4-(5-chloro-2-cyanophenyl)-2-oxopyridin-1(2H)-yl]propanoyl}amino)benzoate (racemate) (Example 2.2C) were hydrolysed with TFA according to General Method 2. Yield: 20 mg (purity 89%, 48% of theory) Reactants: CC(=O)O, CCCc1nc(CO)c(C(=O)OCC)n1Cc1ccc(-c2ccccc2-c2nnnn2C(c2ccccc2)(c2ccccc2)c2ccccc2)cc1. The product is CCCc1nc(CO)c(C(=O)OCC)n1Cc1ccc(-c2ccccc2-c2nnn[nH]2)cc1. RXN SMILES: [CH3:53][C:54](=[O:55])[OH:56].[OH:1][CH2:2][c:3]1[n:4][c:5]([CH2:50][CH2:51][CH3:52])[n:6]([CH2:13][c:14]2[cH:15][cH:16][c:17](-[c:20]3[c:21](-[c:26]4[n:27][n:28][n:29][n:30]4[C:31]([c:32]4[cH:33][cH:34][cH:35][cH:36][cH:37]4)([c:38]4[cH:39][cH:40][cH:41][cH:42][cH:43]4)[c:44]4[cH:45][cH:46][cH:47][cH:48][cH:49]4)[cH:22][cH:23][cH:24][cH:25]3)[cH:18][cH:19]2)[c:7]1[C:8](=[O:9])[O:10][CH2:11][CH3:12]>>[OH:1][CH2:2][c:3]1[n:4][c:5]([CH2:50][CH2:51][CH3:52])[n:6]([CH2:13][c:14]2[cH:15][cH:16][c:17](-[c:20]3[c:21](-[c:26]4[n:27][n:28][n:29][nH:30]4)[cH:22][cH:23][cH:24][cH:25]3)[cH:18][cH:19]2)[c:7]1[C:8](=[O:9])[O:10][CH2:11][CH3:12]. Reactants: CCn1c(=O)n(-c2ccc(OCc3ccccc3)cc2)c2ncc(OCC(F)F)cc21, CCO. Product: CCn1c(=O)n(-c2ccc(O)cc2)c2ncc(OCC(F)F)cc21. As a reaction SMILES: [CH2:1]([c:2]1[cH:3][cH:4][cH:5][cH:6][cH:7]1)[O:8][c:9]1[cH:10][cH:11][c:12](-[n:15]2[c:16](=[O:31])[n:17]([CH2:29][CH3:30])[c:18]3[c:19]2[n:20][cH:21][c:22]([O:24][CH2:25][CH:26]([F:27])[F:28])[cH:23]3)[cH:13][cH:14]1.[CH3:32][CH2:33][OH:34]>>[OH:8][c:9]1[cH:10][cH:11][c:12](-[n:15]2[c:16](=[O:31])[n:17]([CH2:29][CH3:30])[c:18]3[c:19]2[n:20][cH:21][c:22]([O:24][CH2:25][CH:26]([F:27])[F:28])[cH:23]3)[cH:13][cH:14]1. Starting materials: 24.5, C(C)OC(=O)C=1OC2=C(C(C1)=O)C(=CC=C2)OCC(COC2=CC=CC1=C2C(C=C(O1)C(=O)OCC)=O)O (5,5'-[(2-hydroxytrimethylene)dioxy]bis [4-oxo-4H-1-benzopyran-2-carboxylic acid] diethyl ester), S(=O)(Cl)Cl (thionyl chloride). Solvent: ClCCCl (1,2-dichloroethane). Product: ClC(COC1=CC=CC2=C1C(C=C(O2)C(=O)O)=O)COC2=CC=CC1=C2C(C=C(O1)C(=O)O)=O (5,5'-[(2-chlorotrimethylene)dioxy]bis[4-oxo-4H-1-benzopyran-2-carboxylic acid]), diethyl ester. RXN SMILES: C([O:3][C:4]([C:6]1[O:7][C:8]2[CH:16]=[CH:15][CH:14]=[C:13]([O:17][CH2:18][CH:19](O)[CH2:20][O:21][C:22]3[C:27]4[C:28](=[O:37])[CH:29]=[C:30]([C:32]([O:34]CC)=[O:33])[O:31][C:26]=4[CH:25]=[CH:24][CH:23]=3)[C:9]=2[C:10](=[O:12])[CH:11]=1)=[O:5])C.S(Cl)([Cl:41])=O>ClCCCl>[Cl:41][CH:19]([CH2:20][O:21][C:22]1[C:27]2[C:28](=[O:37])[CH:29]=[C:30]([C:32]([OH:34])=[O:33])[O:31][C:26]=2[CH:25]=[CH:24][CH:23]=1)[CH2:18][O:17][C:13]1[C:9]2[C:10](=[O:12])[CH:11]=[C:6]([C:4]([OH:3])=[O:5])[O:7][C:8]=2[CH:16]=[CH:15][CH:14]=1. Reported procedure: A mixture of 24.5 parts of 5,5'-[(2-hydroxytrimethylene)dioxy]bis [4-oxo-4H-1-benzopyran-2-carboxylic acid] diethyl ester and 47.6 parts of thionyl chloride in 40 parts of dry 1,2-dichloroethane was refluxed for 16 hours. The solvent was then evaporated, the residue was triturated with petrol and the resulting solid was crystallized from ethanol to give 15.6 parts of 5,5'-[(2-chlorotrimethylene)dioxy]bis[4-oxo-4H-1-benzopyran-2-carboxylic acid], diethyl ester as white crystals m.p. 144°-144.5° C... Starting materials: NCCCN(S(=O)(=O)C)CC1=CC(=CC=C1)C1=NC(=NC=C1)NCCC1=CC=C(C=C1)O (N-(3-Amino-propyl)-N-(3-{2-[2-(4-hydroxy-phenyl)-ethylamino]-pyrimidin-4-yl}-benzyl)-methanesulfonamide), CC1=CC=C(C(=O)O)C=C1 (4-methylbenzoic acid), 574. Product: OC1=CC=C(C=C1)CCNC1=NC=CC(=N1)C=1C=C(CN(CCCNC(C2=CC=C(C=C2)C)=O)S(=O)(=O)C)C=CC1 (N-{3-[(3-{2-[2-(4-Hydroxy-phenyl)-ethylamino]-pyrimidin-4-yl}-benzyl)-methanesulfonyl-amino]-propyl}-4-methyl-benzamide). As a reaction SMILES: [NH2:1][CH2:2][CH2:3][CH2:4][N:5]([CH2:10][C:11]1[CH:16]=[CH:15][CH:14]=[C:13]([C:17]2[CH:22]=[CH:21][N:20]=[C:19]([NH:23][CH2:24][CH2:25][C:26]3[CH:31]=[CH:30][C:29]([OH:32])=[CH:28][CH:27]=3)[N:18]=2)[CH:12]=1)[S:6]([CH3:9])(=[O:8])=[O:7].[CH3:33][C:34]1[CH:42]=[CH:41][C:37]([C:38](O)=[O:39])=[CH:36][CH:35]=1>>[OH:32][C:29]1[CH:28]=[CH:27][C:26]([CH2:25][CH2:24][NH:23][C:19]2[N:18]=[C:17]([C:13]3[CH:12]=[C:11]([CH:16]=[CH:15][CH:14]=3)[CH2:10][N:5]([S:6]([CH3:9])(=[O:8])=[O:7])[CH2:4][CH2:3][CH2:2][NH:1][C:38](=[O:39])[C:37]3[CH:41]=[CH:42][C:34]([CH3:33])=[CH:35][CH:36]=3)[CH:22]=[CH:21][N:20]=2)=[CH:31][CH:30]=1. Reported procedure: Compound 2 was coupled with 4-methylbenzoic acid following procedure K. LC-MS showed the product had the expected M+H+ of 574. 1H NMR (Varian 300 MHz, DMSO-d6, shifts relative to the solvent peak at 2.49 ppm) δ 8.0 (d, 2H) 7.65 (d, 2H) 7.50 (d, 2H) 7.2 (m, 3H) 7.0 (m, 3H), 6.7 (d, 2H), 4.4 (s, 2H), 3.45 (t, 2H), 3.2 (d, 4H), 3.0 (s, 3H) 2.7 (t, 2H), 2.45 (s, 3H), 1.8 (m, 2H). Starting materials: CC[SiH](CC)CC, COC(=O)C1Cc2cc(Br)ccc2C1=O, O=C(O)C(F)(F)F. Product: COC(=O)C1Cc2ccc(Br)cc2C1. Reaction SMILES: [CH2:16]([SiH:17]([CH2:18][CH3:19])[CH2:20][CH3:21])[CH3:22].[CH3:1][O:2][C:3](=[O:4])[CH:5]1[C:6](=[O:15])[c:7]2[cH:8][cH:9][c:10]([Br:14])[cH:11][c:12]2[CH2:13]1.[F:23][C:24]([F:25])([F:26])[C:27]([OH:28])=[O:29]>>[CH3:1][O:2][C:3](=[O:4])[CH:5]1[CH2:6][c:7]2[cH:8][cH:9][c:10]([Br:14])[cH:11][c:12]2[CH2:13]1.